This data is from the Open Reaction Database (ORD), a public repository of structured organic reaction records. The task is: describe an organic reaction: reactants, conditions, products, and yield Starting materials: SC=1OC2=C(N1)C=CC=C2 (2-mercaptobenzoxazole), COC1=CC=C(C=C1)C1=CC=C(C=C1)S(=O)(=O)NC(C(=O)OC)CC1CO1 (methyl 2-[(4′-methoxy[1,1′-biphenyl]-4-yl)sulfonyl]amino-4,5-epoxypentanoate), compound 20. Yields the product COC1=CC=C(C=C1)C1=CC=C(C=C1)S(=O)(=O)NC(C(=O)O)CC(CSC=1OC2=C(N1)C=CC=C2)O (2-[(4′-Methoxy[1,1′-biphenyl]-4-yl)sulfonyl]amino-4-hydroxy-5-[2-benzoxazolylthio]-pentanoic acid). Reaction SMILES: [SH:1][C:2]1[O:3][C:4]2[CH:10]=[CH:9][CH:8]=[CH:7][C:5]=2[N:6]=1.[CH3:11][O:12][C:13]1[CH:18]=[CH:17][C:16]([C:19]2[CH:24]=[CH:23][C:22]([S:25]([NH:28][CH:29]([CH2:34][CH:35]3[O:37][CH2:36]3)[C:30]([O:32]C)=[O:31])(=[O:27])=[O:26])=[CH:21][CH:20]=2)=[CH:15][CH:14]=1>>[CH3:11][O:12][C:13]1[CH:14]=[CH:15][C:16]([C:19]2[CH:20]=[CH:21][C:22]([S:25]([NH:28][CH:29]([CH2:34][CH:35]([OH:37])[CH2:36][S:1][C:2]3[O:3][C:4]4[CH:10]=[CH:9][CH:8]=[CH:7][C:5]=4[N:6]=3)[C:30]([OH:32])=[O:31])(=[O:26])=[O:27])=[CH:23][CH:24]=2)=[CH:17][CH:18]=1. Reported procedure: Example 27 is prepared from 2-mercaptobenzoxazole and 1d using the procedure described for compound 20. Starting materials: O=C(O)CCCCCBr, CO, ClC(Cl)Cl, c1cc(-c2c3ccc(n3)c(-c3ccncc3)c3ccc([nH]3)c(-c3ccncc3)c3ccc(n3)c(-c3ccncc3)c3ccc2[nH]3)ccn1. Product: [Br-], O=C(O)CCCCC[n+]1ccc(-c2c3ccc(n3)c(-c3ccncc3)c3ccc([nH]3)c(-c3ccncc3)c3ccc(n3)c(-c3ccncc3)c3ccc2[nH]3)cc1. As a reaction SMILES: [Br:49][CH2:50][CH2:51][CH2:52][CH2:53][CH2:54][C:55](=[O:56])[OH:57].[CH3:58][OH:59].[CH:60]([Cl:61])([Cl:62])[Cl:63].[n:1]1[cH:2][cH:3][c:4](-[c:7]2[c:8]3[cH:9][cH:10][c:11]([nH:12]3)[c:13](-[c:43]3[cH:44][cH:45][n:46][cH:47][cH:48]3)[c:14]3[cH:15][cH:16][c:17]([c:18](-[c:36]4[cH:37][cH:38][n:39][cH:40][cH:41]4)[c:19]4[cH:20][cH:21][c:22]([c:23](-[c:29]5[cH:30][cH:31][n:32][cH:33][cH:34]5)[c:24]5[cH:25][cH:26][c:27]2[n:28]5)[nH:35]4)[n:42]3)[cH:5][cH:6]1>>[Br-:49].[n:1]1[cH:2][cH:3][c:4](-[c:7]2[c:8]3[cH:9][cH:10][c:11]([nH:12]3)[c:13](-[c:43]3[cH:44][cH:45][n+:46]([CH2:50][CH2:51][CH2:52][CH2:53][CH2:54][C:55](=[O:56])[OH:57])[cH:47][cH:48]3)[c:14]3[cH:15][cH:16][c:17]([c:18](-[c:36]4[cH:37][cH:38][n:39][cH:40][cH:41]4)[c:19]4[cH:20][cH:21][c:22]([c:23](-[c:29]5[cH:30][cH:31][n:32][cH:33][cH:34]5)[c:24]5[cH:25][cH:26][c:27]2[n:28]5)[nH:35]4)[n:42]3)[cH:5][cH:6]1. Starting materials: CCN(C(C)C)C(C)C, CCOP(=O)(OCC)c1ccc(I)o1, CN(C)C=O, OB(O)c1ccc(F)cc1. Product: CCOP(=O)(OCC)c1ccc(-c2ccc(F)cc2)o1. RXN SMILES: [CH:25]([N:26]([CH:27]([CH3:28])[CH3:29])[CH2:30][CH3:31])([CH3:32])[CH3:33].[I:1][c:2]1[cH:3][cH:4][c:5]([P:7]([O:8][CH2:9][CH3:10])(=[O:11])[O:12][CH2:13][CH3:14])[o:6]1.[O:34]=[CH:35][N:36]([CH3:37])[CH3:38].[OH:15][B:16]([OH:17])[c:18]1[cH:19][cH:20][c:21]([F:22])[cH:23][cH:24]1>>[c:2]1(-[c:18]2[cH:19][cH:20][c:21]([F:22])[cH:23][cH:24]2)[cH:3][cH:4][c:5]([P:7]([O:8][CH2:9][CH3:10])(=[O:11])[O:12][CH2:13][CH3:14])[o:6]1.